Task: describe an organic reaction: reactants, conditions, products, and yield. Dataset: the Open Reaction Database (ORD), a public repository of structured organic reaction records Starting materials: ClCCl, O=C=Nc1ccc(F)cc1, CC(C)(N)CNc1ccc(C#N)c(C(F)(F)F)c1. Product: CC(C)(CNc1ccc(C#N)c(C(F)(F)F)c1)NC(=O)Nc1ccc(F)cc1. As a reaction SMILES: [Cl:29][CH2:30][Cl:31].[F:19][c:20]1[cH:21][cH:22][c:23]([N:26]=[C:27]=[O:28])[cH:24][cH:25]1.[NH2:1][C:2]([CH2:3][NH:4][c:5]1[cH:6][c:7]([C:13]([F:14])([F:15])[F:16])[c:8]([C:9]#[N:10])[cH:11][cH:12]1)([CH3:17])[CH3:18]>>[NH:1]([C:2]([CH2:3][NH:4][c:5]1[cH:6][c:7]([C:13]([F:14])([F:15])[F:16])[c:8]([C:9]#[N:10])[cH:11][cH:12]1)([CH3:17])[CH3:18])[C:27]([NH:26][c:23]1[cH:22][cH:21][c:20]([F:19])[cH:25][cH:24]1)=[O:28]. Starting materials: C(=O)([O-])[O-].[K+].[K+] (K2CO3), [O-]S(=O)(=O)[O-].[Na+].[Na+] (Na2SO4), C1(=CC=CC=C1)COC1=C(C=C(C=C1)C=CC)[N+](=O)[O-] (1-[4-phenylmethoxy-3-nitrophenyl]propene), O.O.Cl[Sn]Cl (SnCl2.2H2O). Run in O (H2O), C(Cl)Cl (CH2Cl2), CCCCCC (hexane), CCOC(=O)C (EtOAc). Yields the product NC=1C=C(C=CC1OCC1=CC=CC=C1)C=CC (1-[3-amino-4-phenylmethoxyphenyl]propene). Isolated yield 32.3%. RXN SMILES: [C:1]1([CH2:7][O:8][C:9]2[CH:14]=[CH:13][C:12]([CH:15]=[CH:16][CH3:17])=[CH:11][C:10]=2[N+:18]([O-])=O)[CH:6]=[CH:5][CH:4]=[CH:3][CH:2]=1.O.O.Cl[Sn]Cl.C([O-])([O-])=O.[K+].[K+].[O-]S([O-])(=O)=O.[Na+].[Na+]>CCOC(C)=O.O.C(Cl)Cl.CCCCCC>[NH2:18][C:10]1[CH:11]=[C:12]([CH:15]=[CH:16][CH3:17])[CH:13]=[CH:14][C:9]=1[O:8][CH2:7][C:1]1[CH:2]=[CH:3][CH:4]=[CH:5][CH:6]=1 |f:1.2.3,4.5.6,7.8.9|. Procedure: A solution of 1-[4-phenylmethoxy-3-nitrophenyl]propene (12.74 g, 47.3 mmol) and SnCl2.2H2O (53.4 g, 237 mmol) in 200 mL of EtOAc was refluxed for one hour. After cooling, 100 mL of hexane and then a solution of 41 g of K2CO3 (297 mmol) in 35 mL H2O were added with vigorous stirring, whereupon 300 mL of CH2Cl2 and 100 g Na2SO4 were added prior to filtration through Celite. After concentration, the residue was chromatographed twice on silica gel eluting with 7% to 17% Et2O/hexane to obtain 3.66 g ... RXN SMILES: [C:1]([O:2][C:3]([CH3:4])([CH3:5])[CH3:6])(=[O:7])[N:8]1[CH2:9][CH:10]([CH2:14][c:15]2[c:16]([OH:22])[cH:17][cH:18][c:19]([Br:21])[cH:20]2)[O:11][CH2:12][CH2:13]1.[ClH:23]>>[NH:8]1[CH2:9][CH:10]([CH2:14][c:15]2[c:16]([OH:22])[cH:17][cH:18][c:19]([Br:21])[cH:20]2)[O:11][CH2:12][CH2:13]1. Yields the product Oc1ccc(Br)cc1CC1CNCCO1. Reactants: CC(C)(C)OC(=O)N1CCOC(Cc2cc(Br)ccc2O)C1, Cl.